describe an organic reaction: reactants, conditions, products, and yield From a dataset of the Open Reaction Database (ORD), a public repository of structured organic reaction records. The reactants are COC(CCCNC1CCC(CC1)CNC1=NC(=NC=C1[N+](=O)[O-])NCC1=C(C=CC=C1)OC(F)(F)F)=O (4-(4-{[5-nitro-2-(2-trifluoromethoxy-benzylamino)-pyrimidin-4-ylamino]-methyl}-cyclohexylamino)-butyric acid methyl ester), CO.O (MeOH water), [Li+].[OH-] (LiOH). Run in CO (MeOH). Conditions: time 8 hour. Yields the product [N+](=O)([O-])C=1C(=NC(=NC1)NCC1=C(C=CC=C1)OC(F)(F)F)NC[C@@H]1CC[C@H](CC1)NCCCC(=O)O (4-[(trans-4-{[(5-nitro-2-{[2-(trifluoromethoxy)benzyl]amino}pyrimidin-4-yl)amino]methyl}cyclohexyl)amino]butanoic acid). RXN SMILES: C[O:2][C:3](=[O:38])[CH2:4][CH2:5][CH2:6][NH:7][CH:8]1[CH2:13][CH2:12][CH:11]([CH2:14][NH:15][C:16]2[C:21]([N+:22]([O-:24])=[O:23])=[CH:20][N:19]=[C:18]([NH:25][CH2:26][C:27]3[CH:32]=[CH:31][CH:30]=[CH:29][C:28]=3[O:33][C:34]([F:37])([F:36])[F:35])[N:17]=2)[CH2:10][CH2:9]1.CO.O.[Li+].[OH-]>CO>[N+:22]([C:21]1[C:16]([NH:15][CH2:14][C@H:11]2[CH2:12][CH2:13][C@H:8]([NH:7][CH2:6][CH2:5][CH2:4][C:3]([OH:38])=[O:2])[CH2:9][CH2:10]2)=[N:17][C:18]([NH:25][CH2:26][C:27]2[CH:32]=[CH:31][CH:30]=[CH:29][C:28]=2[O:33][C:34]([F:37])([F:36])[F:35])=[N:19][CH:20]=1)([O-:24])=[O:23] |f:1.2,3.4|. Reported procedure: To a solution of 4-(4-{[5-nitro-2-(2-trifluoromethoxy-benzylamino)-pyrimidin-4-ylamino]-methyl}-cyclohexylamino)-butyric acid methyl ester (39 mg, 0.072 mmol) in 6:1 MeOH/water (0.7 mL) was added LiOH (9 mg, 0.375 mmol) and the mixture stirred at room temperature overnight. The resulting suspension was diluted with MeOH (1 mL) and stirred at room temperature for a further 2 h. The reaction mixture was concentrated in vacuo and the remaining aqueous residue treated with 2 N HCl until the mixture ... Starting materials: FC1=C(C=CC(=C1)F)C(C(SCCOC)(F)F)(CN1N=CN=C1)O (2-(2,4-difluorophenyl)-1,1-difluoro-1[(2-methoxyethyl)thio]-3-(1H-1,2,4-triazol-1-yl)-2-propanol), C(C1=CC=CC=C1)Cl (benzyl chloride), FC1=C(C=CC(=C1)F)C(C(SCCO)(F)F)(CN1N=CN=C1)O (2-(2,4-difluorophenyl)-1,1-difluoro-1-[(2-hydroxyethyl)thio]-3-(1H-1,2,4-triazol-1-yl)-2-propanol), CI (methyl iodide). Yields the product C(C1=CC=CC=C1)OC(C(F)(F)SCCO)(CN1N=CN=C1)C1=C(C=C(C=C1)F)F (2-{[2-(benzyloxy)-2-(2,4-difluorophenyl)-1,1-difluoro-3-(1H-1,2,4-triazol-1-yl)propyl]thio}-1-ethanol). As a reaction SMILES: [F:1][C:2]1[CH:7]=[C:6]([F:8])[CH:5]=[CH:4][C:3]=1[C:9]([OH:24])([CH2:18][N:19]1[CH:23]=[N:22][CH:21]=[N:20]1)[C:10]([F:17])([F:16])[S:11][CH2:12][CH2:13][O:14]C.F[C:26]1[CH:31]=[C:30](F)[CH:29]=[CH:28][C:27]=1[C:33](O)(CN1C=NC=N1)C(F)(F)SCCO.CI.C(Cl)C1C=CC=CC=1>>[CH2:33]([O:24][C:9]([C:3]1[CH:4]=[CH:5][C:6]([F:8])=[CH:7][C:2]=1[F:1])([CH2:18][N:19]1[CH:23]=[N:22][CH:21]=[N:20]1)[C:10]([S:11][CH2:12][CH2:13][OH:14])([F:17])[F:16])[C:27]1[CH:28]=[CH:29][CH:30]=[CH:31][CH:26]=1. Procedure details: In a similar manner to Example 1 except that 2-(2,4-difluorophenyl)-1,1-difluoro-1[(2-methoxyethyl)thio]-3-(1H-1,2,4-triazol-1-yl)-2-propanol was replaced with 2-(2,4-difluorophenyl)-1,1-difluoro-1-[(2-hydroxyethyl)thio]-3-(1H-1,2,4-triazol-1-yl)-2-propanol and methyl iodide was replaced with benzyl chloride, the experiment was carried out, whereby 2-{[2-(benzyloxy)-2-(2,4-difluorophenyl)-1,1-difluoro-3-(1H-1,2,4-triazol-1-yl)propyl]thio}-1-ethanol was obtained as a colorless oil. Reactants: C([O-])([O-])=O.[Na+].[Na+] (sodium carbonate), Cl (hydrochloric acid), ClC1=C(C(=CC(=C1C)O)NC(C(CC)OC1=C(C=C(C=C1)C(C)(C)CC)C(C)(C)CC)=O)O (2-chloro-3-methyl-4-hydroxy-6-[α-(2,4-di-tert-amylphenoxy)butyramido]phenol), C(C)(=O)[O-].[Na+] (sodium acetate), diacetyl. Reagents/catalysts: S(O)(O)(=O)=O (sulfuric acid). Run in CO (methanol), O (water), CN(C=O)C (dimethylformamide), O (water), C(C)(=O)O (acetic acid), O (water). Conditions: temperature 80 celsius, time 30 minute. The product is ClC1=C(C(=CC(=C1C)OC(C)=O)NC(C(CC)OC1=C(C=C(C=C1)C(C)(C)CC)C(C)(C)CC)=O)O (2-Chloro-3-methyl-4-acetyloxy-6-[α-(2,4-di-tert-amylphenoxy)butyramido]phenol). Yield: 671.4%. As a reaction SMILES: [Cl:1][C:2]1[C:7]([CH3:8])=[C:6]([OH:9])[CH:5]=[C:4]([NH:10][C:11](=[O:32])[CH:12]([O:15][C:16]2[CH:21]=[CH:20][C:19]([C:22]([CH2:25][CH3:26])([CH3:24])[CH3:23])=[CH:18][C:17]=2[C:27]([CH2:30][CH3:31])([CH3:29])[CH3:28])[CH2:13][CH3:14])[C:3]=1[OH:33].[C:34]([O-])(=[O:36])[CH3:35].[Na+].C(=O)([O-])[O-].[Na+].[Na+].Cl>C(O)(=O)C.S(=O)(=O)(O)O.CN(C)C=O.O.CO>[Cl:1][C:2]1[C:7]([CH3:8])=[C:6]([O:9][C:34](=[O:36])[CH3:35])[CH:5]=[C:4]([NH:10][C:11](=[O:32])[CH:12]([O:15][C:16]2[CH:21]=[CH:20][C:19]([C:22]([CH2:25][CH3:26])([CH3:24])[CH3:23])=[CH:18][C:17]=2[C:27]([CH2:30][CH3:31])([CH3:29])[CH3:28])[CH2:13][CH3:14])[C:3]=1[OH:33] |f:1.2,3.4.5|. Reported procedure: 263 g of 2-chloro-3-methyl-4-hydroxy-6-[α-(2,4-di-tert-amylphenoxy)butyramido]phenol and 5 g of sodium acetate were dissolved in 500 ml of glacial acetic acid and heated for 30 minutes at 80° C. After cooling the reaction solution, 1.5 l of water and 2 - 3 drops of concentrated sulfuric acid were added thereto and the system stirred at room temperature for 30 minutes and the diacetyl compound was deposited in the form of an oil. The oil was dissolved in 2 l of dimethylformamide and a solution of... The reactants are CC(C)CC(CO)NN, O=C(O)c1ccc2c(c1)OCO2. Yields the product CC(C)CC(CO)NC(=O)c1ccc2c(c1)OCO2. As a reaction SMILES: [NH2:13][NH:14][CH:15]([CH2:16][CH:17]([CH3:18])[CH3:19])[CH2:20][OH:21].[O:1]1[CH2:2][O:3][c:4]2[c:5]1[cH:6][cH:7][c:8]([C:10](=[O:11])[OH:12])[cH:9]2>>[O:1]1[CH2:2][O:3][c:4]2[c:5]1[cH:6][cH:7][c:8]([C:10](=[O:12])[NH:14][CH:15]([CH2:16][CH:17]([CH3:18])[CH3:19])[CH2:20][OH:21])[cH:9]2. Reactants: diethylazidodicarboxylate, CC(C)(OC(=O)[C@@H](CCO)N[C@@H](CC(C)C)C(=O)OCC1=CC=CC=C1)C (N-[(R)-1-[(1,1-dimethylethoxy)carbonyl]-3-hydroxypropyl]-L-leucine, phenylmethyl ester), C1(=CC=CC=C1)P(C1=CC=CC=C1)C1=CC=CC=C1 (triphenylphosphine), O=C1NC(C=2C=C3C(=CC12)C=CC=C3)=O (1,3-dihydro-1,3-dioxo-2H-Benz[f]isoindole). The solvent is O1CCCC1 (tetrahydrofuran). Reaction conditions: temperature 0 celsius. Product: CC(C)(OC(=O)[C@@H](CCN1C(C=2C=C3C(=CC2C1=O)C=CC=C3)=O)N[C@@H](CC(C)C)C(=O)OCC3=CC=CC=C3)C (N-[(R)-1-[(1,1-Dimethylethoxy)carbonyl]-3-(1,3-dihydro-1,3-dioxo-2H-benz[f]isoindol-2-yl)propyl]-L-leucine, phenylmethyl ester). Reaction SMILES: [CH3:1][C:2]([CH3:27])([O:4][C:5]([C@H:7]([NH:11][C@H:12]([C:17]([O:19][CH2:20][C:21]1[CH:26]=[CH:25][CH:24]=[CH:23][CH:22]=1)=[O:18])[CH2:13][CH:14]([CH3:16])[CH3:15])[CH2:8][CH2:9]O)=[O:6])[CH3:3].C1(P(C2C=CC=CC=2)C2C=CC=CC=2)C=CC=CC=1.[O:47]=[C:48]1[C:56]2[CH:55]=[C:54]3[CH:57]=[CH:58][CH:59]=[CH:60][C:53]3=[CH:52][C:51]=2[C:50](=[O:61])[NH:49]1>O1CCCC1>[CH3:3][C:2]([CH3:1])([O:4][C:5]([C@H:7]([NH:11][C@H:12]([C:17]([O:19][CH2:20][C:21]1[CH:22]=[CH:23][CH:24]=[CH:25][CH:26]=1)=[O:18])[CH2:13][CH:14]([CH3:15])[CH3:16])[CH2:8][CH2:9][N:49]1[C:50](=[O:61])[C:51]2[CH:52]=[C:53]3[CH:60]=[CH:59][CH:58]=[CH:57][C:54]3=[CH:55][C:56]=2[C:48]1=[O:47])=[O:6])[CH3:27]. Procedure details: 2.5 g of N-[(R)-1-[(1,1-dimethylethoxy)carbonyl]-3-hydroxypropyl]-L-leucine, phenylmethyl ester, prepared as in Example J, 1.85 g triphenylphosphine, and 1.4 g 1,3-dihydro-1,3-dioxo-2H-Benz[f]isoindole in 100 mL dry tetrahydrofuran was cooled to 0° C. and treated with 1.1 mL diethylazidodicarboxylate. The resulting mixture was allowed to warm up to 23° C. over 24 h and the solvent removed by evaporation. The residue was purified by silica chromatography using methylene chloride as eluent to give...